From a dataset of the Open Reaction Database (ORD), a public repository of structured organic reaction records. describe an organic reaction: reactants, conditions, products, and yield As a reaction SMILES: [NH:1]1[CH2:6][CH2:5][CH2:4][CH:3]([NH:7][C:8](=[O:14])[O:9][C:10]([CH3:13])([CH3:12])[CH3:11])[CH2:2]1.[CH3:15][NH:16][C:17]1[CH:25]=[CH:24][C:20]([C:21](O)=[O:22])=[CH:19][C:18]=1[N+:26]([O-:28])=[O:27]>>[C:10]([O:9][C:8](=[O:14])[NH:7][CH:3]1[CH2:4][CH2:5][CH2:6][N:1]([C:21](=[O:22])[C:20]2[CH:24]=[CH:25][C:17]([NH:16][CH3:15])=[C:18]([N+:26]([O-:28])=[O:27])[CH:19]=2)[CH2:2]1)([CH3:11])([CH3:13])[CH3:12]. The reactants are intermediate 20, N1CC(CCC1)NC(OC(C)(C)C)=O (tert-butyl piperidin-3-ylcarbamate), CNC1=C(C=C(C(=O)O)C=C1)[N+](=O)[O-] (4-(methylamino)-3-nitrobenzoic acid). Product: C(C)(C)(C)OC(NC1CN(CCC1)C(C1=CC(=C(C=C1)NC)[N+](=O)[O-])=O)=O (tert-Butyl(1(4-(methylamino)-3-nitrobenzoyl)piperidin-3-yl)carbamate). Procedure details: Prepared similarly to intermediate 20 from tert-butyl piperidin-3-ylcarbamate (available from, for example, Apollo Scientific Ltd) and 4-(methylamino)-3-nitrobenzoic acid. Run in CCO (EtOH). RXN SMILES: [NH2:1][C:2]1[CH:3]=[CH:4][C:5]([O:8][CH3:9])=[N:6][CH:7]=1.[I:10]I>CCO.S([O-])([O-])(=O)=O.[Ag+2]>[I:10][C:7]1[C:2]([NH2:1])=[CH:3][CH:4]=[C:5]([O:8][CH3:9])[N:6]=1 |f:3.4|. Starting materials: NC=1C=CC(=NC1)OC (5-Amino-2-methoxypyridine), II (iodine). Procedure: 5-Amino-2-methoxypyridine (10.0 g, 0.081 mol) was dissolved in EtOH (50 mL), and silver sulfate (27.6 g, 0.089 mol) and iodine (22.5 g, 0.089 mol) were added. The reaction was stirred at room temperature overnight, and then the mixture was filtered over Celite to remove solids. The filtrate was concentrated and purified on silica gel (0-50% EtOAc in hexanes) to give the desired product. The reagents and catalysts are S(=O)(=O)([O-])[O-].[Ag+2] (silver sulfate). Product: IC1=NC(=CC=C1N)OC (2-Iodo-6-methoxy-pyridin-3-ylamine). Conditions: time 8 hour. Starting materials: CCOCC, OC1=Cc2ccccc2C=Cc2cc(Cl)ccc21, ClCCl, O=[Cr](=O)([O-])O[Cr](=O)(=O)[O-], c1cc[nH+]cc1, c1cc[nH+]cc1. Product: O=C1Cc2ccccc2C=Cc2cc(Cl)ccc21. RXN SMILES: [CH3:40][CH2:41][O:42][CH2:43][CH3:44].[Cl:1][c:2]1[cH:3][c:4]2[c:5]([cH:17][cH:18]1)[C:6]([OH:16])=[CH:7][c:8]1[c:9]([cH:12][cH:13][cH:14][cH:15]1)[CH:10]=[CH:11]2.[Cl:45][CH2:46][Cl:47].[Cr:19]([O:20][Cr:21]([O-:22])(=[O:23])=[O:24])([O-:25])(=[O:26])=[O:27].[nH+:28]1[cH:29][cH:30][cH:31][cH:32][cH:33]1.[nH+:34]1[cH:35][cH:36][cH:37][cH:38][cH:39]1>>[Cl:1][c:2]1[cH:3][c:4]2[c:5]([cH:17][cH:18]1)[C:6](=[O:16])[CH2:7][c:8]1[c:9]([cH:12][cH:13][cH:14][cH:15]1)[CH:10]=[CH:11]2. The reactants are CC(=O)Nc1ccc(S(=O)(=O)Cl)cc1, COC(=O)C(Cc1ccc(-c2ccc(C#N)cc2)cc1)NC(=O)C1Cc2cc3c(cc2CN1)OC(c1ccc(OCc2ccc(Cl)c(Cl)c2)cc1)CO3. Product: COC(=O)C(Cc1ccc(-c2ccc(C#N)cc2)cc1)NC(=O)C1Cc2cc3c(cc2CN1S(=O)(=O)c1ccc(NC(C)=O)cc1)OC(c1ccc(OCc2ccc(Cl)c(Cl)c2)cc1)CO3. Reaction SMILES: [C:54]([CH3:55])(=[O:56])[NH:57][c:58]1[cH:59][cH:60][c:61]([S:64](=[O:65])(=[O:66])[Cl:67])[cH:62][cH:63]1.[CH3:1][O:2][C:3]([CH:4]([CH2:5][c:6]1[cH:7][cH:8][c:9](-[c:12]2[cH:13][cH:14][c:15]([C:18]#[N:19])[cH:16][cH:17]2)[cH:10][cH:11]1)[NH:20][C:21](=[O:22])[CH:23]1[NH:24][CH2:25][c:26]2[cH:27][c:28]3[c:29]([cH:30][c:31]2[CH2:32]1)[O:33][CH2:34][CH:35]([c:37]1[cH:38][cH:39][c:40]([O:43][CH2:44][c:45]2[cH:46][c:47]([Cl:52])[c:48]([Cl:51])[cH:49][cH:50]2)[cH:41][cH:42]1)[O:36]3)=[O:53]>>[CH3:1][O:2][C:3]([CH:4]([CH2:5][c:6]1[cH:7][cH:8][c:9](-[c:12]2[cH:13][cH:14][c:15]([C:18]#[N:19])[cH:16][cH:17]2)[cH:10][cH:11]1)[NH:20][C:21](=[O:22])[CH:23]1[N:24]([S:64]([c:61]2[cH:60][cH:59][c:58]([NH:57][C:54]([CH3:55])=[O:56])[cH:63][cH:62]2)(=[O:65])=[O:66])[CH2:25][c:26]2[cH:27][c:28]3[c:29]([cH:30][c:31]2[CH2:32]1)[O:33][CH2:34][CH:35]([c:37]1[cH:38][cH:39][c:40]([O:43][CH2:44][c:45]2[cH:46][c:47]([Cl:52])[c:48]([Cl:51])[cH:49][cH:50]2)[cH:41][cH:42]1)[O:36]3)=[O:53].